Dataset: the Open Reaction Database (ORD), a public repository of structured organic reaction records. Task: describe an organic reaction: reactants, conditions, products, and yield Starting materials: BrC=1N=C(C(N(C1)C)=O)NC=1C=NN(C1)C1CC1 (5-Bromo-3-(1-cyclopropyl-1H-pyrazol-4-ylamino)-1-methylpyrazin-2(1H)-one), C(C)(=O)OCC1=C(C=CC=C1B1OC(C(O1)(C)C)(C)C)N1C(C=2N(C=3CCCCC3C2)CC1)=O (2-(2-(Acetoxymethyl)-3-(4,4,5,5-tetramethyl-1,3,2-dioxaborolan-2-yl)phenyl)-3,4,6,7,8,9-hexahydropyrazino[1,2-a]indol-1(2H)-one), C(=O)([O-])[O-].[Na+].[Na+] (Na2CO3), COCCOC (DME). Reagents/catalysts: C=1C=CC(=CC1)[P](C=2C=CC=CC2)(C=3C=CC=CC3)[Pd]([P](C=4C=CC=CC4)(C=5C=CC=CC5)C=6C=CC=CC6)([P](C=7C=CC=CC7)(C=8C=CC=CC8)C=9C=CC=CC9)[P](C=1C=CC=CC1)(C=1C=CC=CC1)C=1C=CC=CC1 (Pd(PPh3)4). Run in C(Cl)Cl (DCM). Yields the product C(C)(=O)OCC1=C(C=CC=C1N1C(C=2N(C=3CCCCC3C2)CC1)=O)C=1N=C(C(N(C1)C)=O)NC=1C=NN(C1)C1CC1 (2-(6-(1-Cyclopropyl-1H-pyrazol-4-ylamino)-4-methyl-5-oxo-4,5-dihydropyrazin-2-yl)-6-(1-oxo-3,4,6,7,8,9-hexahydropyrazino[1,2-a]indol-2(1H)-yl)benzyl Acetate). RXN SMILES: Br[C:2]1[N:3]=[C:4]([NH:10][C:11]2[CH:12]=[N:13][N:14]([CH:16]3[CH2:18][CH2:17]3)[CH:15]=2)[C:5](=[O:9])[N:6]([CH3:8])[CH:7]=1.[C:19]([O:22][CH2:23][C:24]1[C:29](B2OC(C)(C)C(C)(C)O2)=[CH:28][CH:27]=[CH:26][C:25]=1[N:39]1[CH2:51][CH2:50][N:42]2[C:43]3[CH2:44][CH2:45][CH2:46][CH2:47][C:48]=3[CH:49]=[C:41]2[C:40]1=[O:52])(=[O:21])[CH3:20].C([O-])([O-])=O.[Na+].[Na+].COCCOC>C1C=CC([P]([Pd]([P](C2C=CC=CC=2)(C2C=CC=CC=2)C2C=CC=CC=2)([P](C2C=CC=CC=2)(C2C=CC=CC=2)C2C=CC=CC=2)[P](C2C=CC=CC=2)(C2C=CC=CC=2)C2C=CC=CC=2)(C2C=CC=CC=2)C2C=CC=CC=2)=CC=1.C(Cl)Cl>[C:19]([O:22][CH2:23][C:24]1[C:25]([N:39]2[CH2:51][CH2:50][N:42]3[C:43]4[CH2:44][CH2:45][CH2:46][CH2:47][C:48]=4[CH:49]=[C:41]3[C:40]2=[O:52])=[CH:26][CH:27]=[CH:28][C:29]=1[C:2]1[N:3]=[C:4]([NH:10][C:11]2[CH:12]=[N:13][N:14]([CH:16]3[CH2:18][CH2:17]3)[CH:15]=2)[C:5](=[O:9])[N:6]([CH3:8])[CH:7]=1)(=[O:21])[CH3:20] |f:2.3.4,^1:68,70,89,108|. Procedure details: To a microwave tube equipped with a stirring bar, 114b (200 mg, 0.645 mmol), 114a (0.903 mmol), Pd(PPh3)4, Na2CO3 aqueous solution (1.0 N, 2.13 mL, 2.13 mmol), DME (2.0 mL) were added. The mixture was reacted in microwave at 135° C. for 15 min. DCM (200 mL) was added and the resulting mixture was washed with water (30 mL×3), brine (30 mL×1), dried over MgSO4, filtered, and removed solvent in vacuo. Silica gel column chromatography (MeOH:DCM=5:95) gave 2-(6-(1-cyclopropyl-1H-pyrazol-4-ylamino)-4-...